Dataset: the Open Reaction Database (ORD), a public repository of structured organic reaction records. Task: describe an organic reaction: reactants, conditions, products, and yield The reactants are N(=[N+]=[N-])[C@H](C(=O)O)C(C1=CC=C(C=C1)Cl)C1=CC=C(C=C1)Cl ((S)-2-Azido-3,3-bis-(4-chloro-phenyl)-propionic acid), CCOC(=O)C (EtOAc). Reagents/catalysts: [Pd].CC(=O)[O-].CC(=O)[O-].[Pb+2] (Lindlar's catalyst). Run in CO (MeOH). Reaction conditions: time 8 hour. Yields the product N[C@H](C(=O)O)C(C1=CC=C(C=C1)Cl)C1=CC=C(C=C1)Cl ((S)-2-Amino-3,3-bis-(4-chloro-phenyl)-propionic acid). Isolated yield 100.1%. Reaction SMILES: [N:1]([C@@H:4]([CH:8]([C:16]1[CH:21]=[CH:20][C:19]([Cl:22])=[CH:18][CH:17]=1)[C:9]1[CH:14]=[CH:13][C:12]([Cl:15])=[CH:11][CH:10]=1)[C:5]([OH:7])=[O:6])=[N+]=[N-].CCOC(C)=O>[Pd].CC([O-])=O.CC([O-])=O.[Pb+2].CO>[NH2:1][C@@H:4]([CH:8]([C:9]1[CH:10]=[CH:11][C:12]([Cl:15])=[CH:13][CH:14]=1)[C:16]1[CH:17]=[CH:18][C:19]([Cl:22])=[CH:20][CH:21]=1)[C:5]([OH:7])=[O:6] |f:2.3.4.5|. Procedure details: (S)-2-Azido-3,3-bis-(4-chloro-phenyl)-propionic acid (0.98 g, 2.9 mmol), Lindlar's catalyst (307 mg, 5 mol % Pd), and EtOAc (29 mL) was placed in a 500 mL Parr bottle. The bottle was pressurized with 50 psi of H2 and shaken overnight in a Parr shaker apparatus. The mixture was diluted with MeOH, and the catalyst was removed by filtration through diatomaceous earth, rinsing with MeOH. The filtrate was concentrated to provide 0.90 g (100%) of the desired amino acid as a white solid. MS (ESI−): mas... The reactants are CCN=C=NCCCN(C)C, ClC(Cl)Cl, CC(Oc1ncnc(C(F)(F)F)c1Cl)C(=O)O, Cl, N#CC1(N)CCCC1, O. Yields the product CC(Oc1ncnc(C(F)(F)F)c1Cl)C(=O)NC1(C#N)CCCC1. As a reaction SMILES: [CH2:2]([N:3]=[C:4]=[N:5][CH2:6][CH2:7][CH2:8][N:9]([CH3:10])[CH3:11])[CH3:12].[CH:39]([Cl:40])([Cl:41])[Cl:42].[Cl:13][c:14]1[c:15]([O:24][CH:25]([C:26](=[O:27])[OH:28])[CH3:29])[n:16][cH:17][n:18][c:19]1[C:20]([F:21])([F:22])[F:23].[ClH:1].[NH2:30][C:31]1([C:36]#[N:37])[CH2:32][CH2:33][CH2:34][CH2:35]1.[OH2:38]>>[Cl:13][c:14]1[c:15]([O:24][CH:25]([C:26](=[O:28])[NH:30][C:31]2([C:36]#[N:37])[CH2:32][CH2:33][CH2:34][CH2:35]2)[CH3:29])[n:16][cH:17][n:18][c:19]1[C:20]([F:21])([F:22])[F:23]. Reactants: CC(C)(C)OC(=O)C1CCCN2CC(CBr)C(=O)N12, CC([O-])=S, CC(C)=O, [K+]. Product: CC(=O)SCC1CN2CCCC(C(=O)OC(C)(C)C)N2C1=O. As a reaction SMILES: [Br:1][CH2:2][CH:3]1[C:4](=[O:19])[N:5]2[N:6]([CH2:7][CH2:8][CH2:9][CH:10]2[C:11](=[O:12])[O:13][C:14]([CH3:15])([CH3:16])[CH3:17])[CH2:18]1.[C:20]([CH3:21])(=[S:22])[O-:23].[CH3:25][C:26](=[O:27])[CH3:28].[K+:24]>>[CH2:2]([CH:3]1[C:4](=[O:19])[N:5]2[N:6]([CH2:7][CH2:8][CH2:9][CH:10]2[C:11](=[O:12])[O:13][C:14]([CH3:15])([CH3:16])[CH3:17])[CH2:18]1)[S:22][C:20]([CH3:21])=[O:23]. Starting materials: FC1=CC=C(C=C1)C1=CC(=NN1C1=CC=CC=C1)CCC=O (3-(5-(4-fluorophenyl)-1-phenyl-1H-pyrazol-3-yl)-propanal), [BH-](OC(=O)C)(OC(=O)C)OC(=O)C.[Na+] (NaBH(OAc)3), ClC=1C=C(C=CC1Cl)N1CCNCC1 (1-(3,4-dichlorophenyl)piperazine), CCN(C(C)C)C(C)C (DIPEA). The product is ClC=1C=C(C=CC1Cl)N1CCN(CC1)CCCC1=NN(C(=C1)C1=CC=C(C=C1)F)C1=CC=CC=C1 (1-(3,4-dichlorophenyl)-4-(3-(5-(4-fluorophenyl)-1-phenyl-1H-pyrazol-3-yl)propyl)piperazine). As a reaction SMILES: [F:1][C:2]1[CH:7]=[CH:6][C:5]([C:8]2[N:12]([C:13]3[CH:18]=[CH:17][CH:16]=[CH:15][CH:14]=3)[N:11]=[C:10]([CH2:19][CH2:20][CH:21]=O)[CH:9]=2)=[CH:4][CH:3]=1.[Cl:23][C:24]1[CH:25]=[C:26]([N:31]2[CH2:36][CH2:35][NH:34][CH2:33][CH2:32]2)[CH:27]=[CH:28][C:29]=1[Cl:30].CCN(C(C)C)C(C)C.[BH-](OC(C)=O)(OC(C)=O)OC(C)=O.[Na+]>>[Cl:23][C:24]1[CH:25]=[C:26]([N:31]2[CH2:36][CH2:35][N:34]([CH2:21][CH2:20][CH2:19][C:10]3[CH:9]=[C:8]([C:5]4[CH:6]=[CH:7][C:2]([F:1])=[CH:3][CH:4]=4)[N:12]([C:13]4[CH:18]=[CH:17][CH:16]=[CH:15][CH:14]=4)[N:11]=3)[CH2:33][CH2:32]2)[CH:27]=[CH:28][C:29]=1[Cl:30] |f:3.4|. Procedure: 90 mg (61%) of target compound was obtained by using a method same as in Example 1 by using 3-(5-(4-fluorophenyl)-1-phenyl-1H-pyrazol-3-yl)-propanal (80 mg, 0.272 mmol), 1-(3,4-dichlorophenyl)piperazine (63 mg, 0.272 mmol), DIPEA (0.071 mL, 0.408 mmol) and NaBH(OAc)3 (173 mg, 0.816 mmol). The reactants are Cc1cc2c(cc1Br)NC(=O)CC2(C)C, CS(C)=O, CCCI, [K+], [OH-], O. Yields the product CCCN1C(=O)CC(C)(C)c2cc(C)c(Br)cc21. Reaction SMILES: [Br:3][c:4]1[c:5]([CH3:17])[cH:6][c:7]2[c:12]([cH:13]1)[NH:11][C:10](=[O:14])[CH2:9][C:8]2([CH3:15])[CH3:16].[CH3:23][S:24]([CH3:25])=[O:26].[I:18][CH2:19][CH2:20][CH3:21].[K+:2].[OH-:1].[OH2:22]>>[Br:3][c:4]1[c:5]([CH3:17])[cH:6][c:7]2[c:12]([cH:13]1)[N:11]([CH2:19][CH2:20][CH3:21])[C:10](=[O:14])[CH2:9][C:8]2([CH3:15])[CH3:16]. Reactants: COC1=C(COC2=CC=C(C=C2)C(CCC(=O)OCC)=O)C=CC=C1 (Ethyl 4-(4-(2-methoxybenzyloxy)phenyl)-4-oxobutyrate), [OH-].[Na+] (NaOH), Cl (HCl). Run in C(C)O (ethanol). Reaction conditions: time 2 hour. Product: COC1=C(COC2=CC=C(C=C2)C(CCC(=O)O)=O)C=CC=C1 (4-(4-(2-Methoxybenzyloxy)phenyl)-4-oxobutyric acid). Reaction SMILES: [CH3:1][O:2][C:3]1[CH:25]=[CH:24][CH:23]=[CH:22][C:4]=1[CH2:5][O:6][C:7]1[CH:12]=[CH:11][C:10]([C:13](=[O:21])[CH2:14][CH2:15][C:16]([O:18]CC)=[O:17])=[CH:9][CH:8]=1.[OH-].[Na+].Cl>C(O)C>[CH3:1][O:2][C:3]1[CH:25]=[CH:24][CH:23]=[CH:22][C:4]=1[CH2:5][O:6][C:7]1[CH:8]=[CH:9][C:10]([C:13](=[O:21])[CH2:14][CH2:15][C:16]([OH:18])=[O:17])=[CH:11][CH:12]=1 |f:1.2|. Procedure details: A solution of Ethyl 4-(4-(2-methoxybenzyloxy)phenyl)-4-oxobutyrate (Step B, 1.49 g, 4.3 mmol) in abs ethanol (20 ml) was treated with 1N NaOH (6 ml). The reaction mixture was stirred at room temperature for 2 hours and then acidified with 1M HCl. The resulting white solid was filtered, washed with cold water and dried under vacuum to provide the title compound.